describe an organic reaction: reactants, conditions, products, and yield From a dataset of the Open Reaction Database (ORD), a public repository of structured organic reaction records. Starting materials: NC1=NC(=NC=C1C(=O)C1=C(C(=CC=C1OC)F)F)NC1CCN(CC1)S(=O)(=O)CCCCl ([4-Amino-2-[1-(3-chloro-propane-1-sulfonyl)-piperidin-4-ylamino]-pyrimidin-5-yl]-(2,3-difluoro-6-methoxy-phenyl)-methanone), N1CCCC1 (pyrrolidine). Product: NC1=NC(=NC=C1C(=O)C1=C(C(=CC=C1OC)F)F)NC1CCN(CC1)S(=O)(=O)CCCN1CCCC1 ([4-Amino-2-[1-(3-pyrrolidin-1-yl-propane-1-sulfonyl)-piperidin-4-ylamino]-pyrimidin-5-yl]-(2,3-difluoro-6-methoxy-phenyl)-methanone). RXN SMILES: [NH2:1][C:2]1[C:7]([C:8]([C:10]2[C:15]([O:16][CH3:17])=[CH:14][CH:13]=[C:12]([F:18])[C:11]=2[F:19])=[O:9])=[CH:6][N:5]=[C:4]([NH:20][CH:21]2[CH2:26][CH2:25][N:24]([S:27]([CH2:30][CH2:31][CH2:32]Cl)(=[O:29])=[O:28])[CH2:23][CH2:22]2)[N:3]=1.[NH:34]1[CH2:38][CH2:37][CH2:36][CH2:35]1>>[NH2:1][C:2]1[C:7]([C:8]([C:10]2[C:15]([O:16][CH3:17])=[CH:14][CH:13]=[C:12]([F:18])[C:11]=2[F:19])=[O:9])=[CH:6][N:5]=[C:4]([NH:20][CH:21]2[CH2:26][CH2:25][N:24]([S:27]([CH2:30][CH2:31][CH2:32][N:34]3[CH2:38][CH2:37][CH2:36][CH2:35]3)(=[O:29])=[O:28])[CH2:23][CH2:22]2)[N:3]=1. Procedure: The compound was prepared from [4-amino-2-[1-(3-chloro-propane-1-sulfonyl)-piperidin-4-ylamino]-pyrimidin-5-yl]-(2,3-difluoro-6-methoxy-phenyl)-methanone (Example 226) and pyrrolidine (Aldrich) in an analogous manner as described in Example 227. HR-MS (ES, m/z) calculated for C24H33N6O4SF2 [(M+H)+] 539.2247, observed 539.2252. As a reaction SMILES: [Br:18][N:19]1[C:20](=[O:21])[CH2:22][CH2:23][C:24]1=[O:25].[C:26]([O:27][O:28][C:29](=[O:30])[c:31]1[cH:32][cH:33][cH:34][cH:35][cH:36]1)(=[O:37])[c:38]1[cH:39][cH:40][cH:41][cH:42][cH:43]1.[CH3:1][c:2]1[n:3][n:4]([C:11](=[O:12])[O:13][C:14]([CH3:15])([CH3:16])[CH3:17])[c:5]2[n:6][cH:7][cH:8][cH:9][c:10]12.[Cl:44][C:45]([Cl:46])([Cl:47])[Cl:48]>>[CH2:1]([c:2]1[n:3][n:4]([C:11](=[O:12])[O:13][C:14]([CH3:15])([CH3:16])[CH3:17])[c:5]2[n:6][cH:7][cH:8][cH:9][c:10]12)[Br:18]. Product: CC(C)(C)OC(=O)n1nc(CBr)c2cccnc21. Reactants: O=C1CCC(=O)N1Br, O=C(OOC(=O)c1ccccc1)c1ccccc1, Cc1nn(C(=O)OC(C)(C)C)c2ncccc12, ClC(Cl)(Cl)Cl. The reactants are BrC1=CC=C(C=C1)[C@H](C)N1C(O[C@](CC1)(C1=CC=C(C=C1)F)CCC(=O)N)=O (3-((R)-3-((S)-1-(4-bromophenyl)ethyl)-6-(4-fluorophenyl)-2-oxo-1,3-oxazinan-6-yl)propanamide), Cl.CC#N (HCl CH3CN), C(C)(C)(C)O (t-butanol). The product is NC(C[C@@]1(CCN(C(O1)=O)[C@@H](C)C1=CC=C(C=C1)Br)C1=CC=C(C=C1)F)(C)C ((S)-6-(2-amino-2-methylpropyl)-3-((S)-1-(4-bromophenyl)ethyl)-6-(4-fluorophenyl)-1,3-oxazinan-2-one). RXN SMILES: [Br:1][C:2]1[CH:7]=[CH:6][C:5]([C@@H:8]([N:10]2[CH2:15][CH2:14][C@:13]([CH2:23]CC(N)=O)([C:16]3[CH:21]=[CH:20][C:19]([F:22])=[CH:18][CH:17]=3)[O:12][C:11]2=[O:28])[CH3:9])=[CH:4][CH:3]=1.Cl.[CH3:30][C:31]#[N:32].[C:33](O)(C)(C)C>>[NH2:32][C:31]([CH3:33])([CH3:30])[CH2:23][C@@:13]1([C:16]2[CH:21]=[CH:20][C:19]([F:22])=[CH:18][CH:17]=2)[O:12][C:11](=[O:28])[N:10]([C@H:8]([C:5]2[CH:4]=[CH:3][C:2]([Br:1])=[CH:7][CH:6]=2)[CH3:9])[CH2:15][CH2:14]1 |f:1.2|. Procedure: The title compound was prepared from 3-((R)-3-((S)-1-(4-bromophenyl)ethyl)-6-(4-fluorophenyl)-2-oxo-1,3-oxazinan-6-yl)propanamide following a procedure analogous to that described in Example 612 using t-butanol as solvent followed by treatment with 2 N aq HCl/CH3CN at rt. LC-MS Method 1 tR=1.41 min, m/z=449, 451 (M+1); 1H NMR (CD3OD) 7.28-7.20 (m, 4H), 7.04 (t, J=8.6 Hz, 2H), 6.96 (d, J=8.2 Hz, 2H), 5.46 (q, J=7.0 Hz, 1H), 2.99-2.94 (m, 1H), 2.34-2.28 (m, 3H), 2.16-2.07 (m, 2H), 1.43 (d, J=7.0 H... The reactants are C(C=1C(O)=CC=CC1)(=O)N (Salicylamide), [Na] (sodium), C(C(C)C)Br (Isobutyl bromide). The solvent is C(C)O (ethanol). The product is C(C(C)C)OC1=C(C(=O)N)C=CC=C1 (2-isobutoxybenzamide). As a reaction SMILES: [C:1]([NH2:10])(=[O:9])[C:2]1[C:3](=[CH:5][CH:6]=[CH:7][CH:8]=1)[OH:4].[Na].[CH2:12](Br)[CH:13]([CH3:15])[CH3:14]>C(O)C>[CH2:12]([O:4][C:3]1[CH:5]=[CH:6][CH:7]=[CH:8][C:2]=1[C:1]([NH2:10])=[O:9])[CH:13]([CH3:15])[CH3:14] |^1:10|. Procedure details: Salicylamide (68.5 g.; prepared as described by R. Bogoczek, Farm. Polska, 1960, 16, 26) was added to a solution of sodium (11.5 g.) in anhydrous ethanol (400 ml.). Isobutyl bromide (60 ml.) was then added, and the mixture was stirred and heated to reflux overnight. The ethanol was evaporated, and sufficient water was added to the residue to dissolve the sodium bromide. The oil which did not dissolve was extracted with chloroform, the extract was washed twice with 2N sodium hydroxide solution an...